Dataset: the Open Reaction Database (ORD), a public repository of structured organic reaction records. Task: describe an organic reaction: reactants, conditions, products, and yield Reactants: BrCCCCCCOCCC#CC1=CC(=CC=C1)S(=O)(=O)C1CCCC1 (1{4-[(6-bromohexyl)oxy]-1-butyn-1-yl}-3-(cyclopentylsulfonyl) benzene). Reagents/catalysts: [Pd] (palladium on carbon). Solvent: CCOC(=O)C (EtOAc). Run at time 19 hour. Product: BrCCCCCCOCCCCC1=CC(=CC=C1)S(=O)(=O)C1CCCC1 (1-{4-[(6-Bromohexyl)oxy]butyl}-3-(cyclopentylsulfonyl)benzene). Reaction SMILES: [Br:1][CH2:2][CH2:3][CH2:4][CH2:5][CH2:6][CH2:7][O:8][CH2:9][CH2:10][C:11]#[C:12][C:13]1[CH:18]=[CH:17][CH:16]=[C:15]([S:19]([CH:22]2[CH2:26][CH2:25][CH2:24][CH2:23]2)(=[O:21])=[O:20])[CH:14]=1>[Pd].CCOC(C)=O>[Br:1][CH2:2][CH2:3][CH2:4][CH2:5][CH2:6][CH2:7][O:8][CH2:9][CH2:10][CH2:11][CH2:12][C:13]1[CH:18]=[CH:17][CH:16]=[C:15]([S:19]([CH:22]2[CH2:23][CH2:24][CH2:25][CH2:26]2)(=[O:21])=[O:20])[CH:14]=1. Procedure: To an evacuated flask, containing palladium on carbon [50% water by weight] (43 mg) was added a solution of 1{4-[(6-bromohexyl)oxy]-1-butyn-1-yl}-3-(cyclopentylsulfonyl) benzene (304 mg) in EtOAc (10 ml). The mixture was hydrogenated for 19 h. The catalyst was filtered off and the filtrate was concentrated in vacuo to afford title compound. LCMS RT=3.92 min Starting materials: C(C)(C)NC(C)C (diisopropylamine), C(CCC)[Li] (butyllithium), C(C)C1=C2N(C3=CC=CC=C13)C(CCC2)=O (10-ethyl-8,9-dihydropyrido[1,2-a]indol-6(7H)-one), C(C(=O)O)(=O)O (oxalic acid), CC1=C(N=CN1C(C1=CC=CC=C1)(C1=CC=CC=C1)C1=CC=CC=C1)C=O (5-methyl-1-trityl-1H-imidazol-4-carbaldehyde). The solvent is O1CCCC1 (tetrahydrofuran), CCCCCC (hexane), O (water), O1CCCC1 (tetrahydrofuran), O1CCCC1 (tetrahydrofuran). Conditions: time 35 minute. The product is C(C)C1=C2N(C3=CC=CC=C13)C(C(CC2)C(C=2N=CN(C2C)C(C2=CC=CC=C2)(C2=CC=CC=C2)C2=CC=CC=C2)O)=O (10-ethyl-8,9-dihydro-7-[(hydroxy)(5-methyl-1-trityl-1H-imidazol-4-yl)methyl]pyrido[1,2-a]indol-6(7H)-one). Isolated yield 80.1%. RXN SMILES: C(NC(C)C)(C)C.C([Li])CCC.[CH2:13]([C:15]1[C:23]2[C:18](=[CH:19][CH:20]=[CH:21][CH:22]=2)[N:17]2[C:24](=[O:28])[CH2:25][CH2:26][CH2:27][C:16]=12)[CH3:14].[CH3:29][C:30]1[N:34]([C:35]([C:48]2[CH:53]=[CH:52][CH:51]=[CH:50][CH:49]=2)([C:42]2[CH:47]=[CH:46][CH:45]=[CH:44][CH:43]=2)[C:36]2[CH:41]=[CH:40][CH:39]=[CH:38][CH:37]=2)[CH:33]=[N:32][C:31]=1[CH:54]=[O:55].C(O)(=O)C(O)=O>O1CCCC1.CCCCCC.O>[CH2:13]([C:15]1[C:23]2[C:18](=[CH:19][CH:20]=[CH:21][CH:22]=2)[N:17]2[C:24](=[O:28])[CH:25]([CH:54]([OH:55])[C:31]3[N:32]=[CH:33][N:34]([C:35]([C:36]4[CH:41]=[CH:40][CH:39]=[CH:38][CH:37]=4)([C:42]4[CH:43]=[CH:44][CH:45]=[CH:46][CH:47]=4)[C:48]4[CH:53]=[CH:52][CH:51]=[CH:50][CH:49]=4)[C:30]=3[CH3:29])[CH2:26][CH2:27][C:16]=12)[CH3:14]. Procedure details: To a solution of diisopropylamine (1.85 g) in tetrahydrofuran (15 ml) at -70° C. under a nitrogen atmosphere was added 1.49M butyllithium in hexane (11.5 ml). After being stirred at the same temperature for 35 minutes, the mixture was treated with a solution of 10-ethyl-8,9-dihydropyrido[1,2-a]indol-6(7H)-one (3.2 g) in tetrahydrofuran (20 ml ) over 5 minutes. The mixture was stirred at -70° C. for 40 minutes, and a solution of 5-methyl-1-trityl-1H-imidazol-4-carbaldehyde (5.81 g) in tetrahydrof... The reactants are NC(=O)C1=C(C(=C(OCCCOC=2C(=C(OCC(=O)OCC)C=CC2)CCC)C=C1)CC=C)OC (Ethyl [3-[3-[4-(aminocarbonyl)-3-methoxy-2-(2-propenyl)phenoxy]propoxy]-2-propylphenoxy]acetate), [OH-].[Li+] (lithium hydroxide). Run in CO (methanol). Reaction conditions: time 4 hour. Product: NC(=O)C1=C(C(=C(OCCCOC=2C(=C(OCC(=O)O)C=CC2)CCC)C=C1)CC=C)OC ([3-[3-[4-(Aminocarbonyl)-3-methoxy-2-(2-propenyl)phenoxy]propoxy]-2-propylphenoxy] acetic acid). As a reaction SMILES: [NH2:1][C:2]([C:4]1[CH:30]=[CH:29][C:7]([O:8][CH2:9][CH2:10][CH2:11][O:12][C:13]2[C:14]([CH2:26][CH2:27][CH3:28])=[C:15]([CH:23]=[CH:24][CH:25]=2)[O:16][CH2:17][C:18]([O:20]CC)=[O:19])=[C:6]([CH2:31][CH:32]=[CH2:33])[C:5]=1[O:34][CH3:35])=[O:3].[OH-].[Li+]>CO>[NH2:1][C:2]([C:4]1[CH:30]=[CH:29][C:7]([O:8][CH2:9][CH2:10][CH2:11][O:12][C:13]2[C:14]([CH2:26][CH2:27][CH3:28])=[C:15]([CH:23]=[CH:24][CH:25]=2)[O:16][CH2:17][C:18]([OH:20])=[O:19])=[C:6]([CH2:31][CH:32]=[CH2:33])[C:5]=1[O:34][CH3:35])=[O:3] |f:1.2|. Procedure: The compound of Example 55 (100 mg, 0.195 mmol) and 390 μl of 1 M lithium hydroxide (0.3896 mmol) were added to 2.0 ml of methanol, and the reaction mixture was stirred at room temperature for 4 hours. The solvent was removed under vacuum, 5.0 ml of water was added to the residue, and the mixture was acidified with 10% hydrochloric acid. The mixture was filtered, and the white solid which was recovered was dried in a 40° C. oven overnight to give the product.